The task is: describe an organic reaction: reactants, conditions, products, and yield. This data is from the Open Reaction Database (ORD), a public repository of structured organic reaction records. Starting materials: C1CCOC1, CCOC(=O)CNC(=O)c1c[nH]c2c(-c3noc(-c4ccc(OC(C)C)c(Cl)c4)n3)cccc12, Cl, [Na+], [OH-]. Yields the product CC(C)Oc1ccc(-c2nc(-c3cccc4c(C(=O)NCC(=O)O)c[nH]c34)no2)cc1Cl. RXN SMILES: [CH2:38]1[O:39][CH2:40][CH2:41][CH2:42]1.[Cl:1][c:2]1[cH:3][c:4](-[c:12]2[n:13][c:14](-[c:17]3[cH:18][cH:19][cH:20][c:21]4[c:22]([C:26](=[O:27])[NH:28][CH2:29][C:30](=[O:31])[O:32][CH2:33][CH3:34])[cH:23][nH:24][c:25]34)[n:15][o:16]2)[cH:5][cH:6][c:7]1[O:8][CH:9]([CH3:10])[CH3:11].[ClH:37].[Na+:36].[OH-:35]>>[Cl:1][c:2]1[cH:3][c:4](-[c:12]2[n:13][c:14](-[c:17]3[cH:18][cH:19][cH:20][c:21]4[c:22]([C:26](=[O:27])[NH:28][CH2:29][C:30](=[O:31])[OH:32])[cH:23][nH:24][c:25]34)[n:15][o:16]2)[cH:5][cH:6][c:7]1[O:8][CH:9]([CH3:10])[CH3:11]. The reactants are N1(C)C(=O)N(C)C=2N=CNC2C1=O (theophylline), C([O-])([O-])=O.[K+].[K+] (potassium carbonate), ClC1=CC=C(C(=O)C2=CC=C(CBr)C=C2)C=C1 (4-(4-chlorobenzoyl)benzyl bromide). Run in CN(C)C=O (DMF), O (water). Run at time 14 hour. Product: ClC1=CC=C(C(=O)C2=CC=C(CN3C=NC=4N(C(N(C(C34)=O)C)=O)C)C=C2)C=C1 (7-[4-(4-Chlorobenzoyl)benzyl]-1,3-dimethylxanthine). The yield is 68.3%. As a reaction SMILES: [N:1]1([C:12](=[O:13])[C:11]2[NH:10][CH:9]=[N:8][C:7]=2[N:5]([CH3:6])[C:3]1=[O:4])[CH3:2].C(=O)([O-])[O-].[K+].[K+].[Cl:20][C:21]1[CH:36]=[CH:35][C:24]([C:25]([C:27]2[CH:34]=[CH:33][C:30]([CH2:31]Br)=[CH:29][CH:28]=2)=[O:26])=[CH:23][CH:22]=1>CN(C=O)C.O>[Cl:20][C:21]1[CH:22]=[CH:23][C:24]([C:25]([C:27]2[CH:34]=[CH:33][C:30]([CH2:31][N:10]3[C:11]4[C:12](=[O:13])[N:1]([CH3:2])[C:3](=[O:4])[N:5]([CH3:6])[C:7]=4[N:8]=[CH:9]3)=[CH:29][CH:28]=2)=[O:26])=[CH:35][CH:36]=1 |f:1.2.3|. Reported procedure: To a solution of theophylline (1.80 g) in DMF (20 ml) were added potassium carbonate (1.66 g) and 4-(4-chlorobenzoyl)benzyl bromide (3.10 g) and the mixture was stirred at room temperature for 14 hours. The reaction mixture was then diluted with water and extracted with ethyl acetate. The extract was washed with saturated aqueous NaCl solution and dried over anhydrous sodium sulfate. The solvent was then distilled off and the residue was purified by silica gel column chromatography (hexane: ethy... Reactants: CCOCCn1c(NC2CCNCC2)nc2ccccc21, COc1cc(C(=O)N2CCC(CCOS(C)(=O)=O)(c3ccc(F)c(F)c3)C2)cc(OC)c1OC, CC#N, CCN(C(C)C)C(C)C. Product: CCOCCn1c(NC2CCN(CCC3(c4ccc(F)c(F)c4)CCN(C(=O)c4cc(OC)c(OC)c(OC)c4)C3)CC2)nc2ccccc21. As a reaction SMILES: [CH2:35]([CH3:36])[O:37][CH2:38][CH2:39][n:40]1[c:41]([NH:49][CH:50]2[CH2:51][CH2:52][NH:53][CH2:54][CH2:55]2)[n:42][c:43]2[c:44]1[cH:45][cH:46][cH:47][cH:48]2.[CH3:1][O:2][c:3]1[cH:4][c:5]([C:6](=[O:7])[N:8]2[CH2:9][C:10]([CH2:13][CH2:14][O:15][S:16]([CH3:17])(=[O:18])=[O:19])([c:20]3[cH:21][c:22]([F:27])[c:23]([F:26])[cH:24][cH:25]3)[CH2:11][CH2:12]2)[cH:28][c:29]([O:33][CH3:34])[c:30]1[O:31][CH3:32].[CH3:65][C:66]#[N:67].[CH:56]([N:57]([CH2:58][CH3:59])[CH:60]([CH3:61])[CH3:62])([CH3:63])[CH3:64]>>[CH3:1][O:2][c:3]1[cH:4][c:5]([C:6](=[O:7])[N:8]2[CH2:9][C:10]([CH2:13][CH2:14][N:53]3[CH2:52][CH2:51][CH:50]([NH:49][c:41]4[n:40]([CH2:39][CH2:38][O:37][CH2:35][CH3:36])[c:44]5[c:43]([n:42]4)[cH:48][cH:47][cH:46][cH:45]5)[CH2:55][CH2:54]3)([c:20]3[cH:21][c:22]([F:27])[c:23]([F:26])[cH:24][cH:25]3)[CH2:11][CH2:12]2)[cH:28][c:29]([O:33][CH3:34])[c:30]1[O:31][CH3:32]. The reactants are C(Cl)Cl (methylene chloride), ClC1=CC=2N(C=C1)C=CN2 (7-chloro-imidazo[1,2-a]pyridine), N1=C(C=CC=C1)C=1C(=C2N(N1)CCC2)B(O)O (2-(pyridin-2-yl)-5,6-dihydro-4H-pyrrolo[1,2-b]pyrazole-3-boronic acid), C([O-])(O)=O.[Na+] (sodium bicarbonate). Reagents/catalysts: C=1C=CC(=CC1)[P](C=2C=CC=CC2)(C=3C=CC=CC3)[Pd]([P](C=4C=CC=CC4)(C=5C=CC=CC5)C=6C=CC=CC6)([P](C=7C=CC=CC7)(C=8C=CC=CC8)C=9C=CC=CC9)[P](C=1C=CC=CC1)(C=1C=CC=CC1)C=1C=CC=CC1 (tetrakis(triphenylphosphine)palladium(0)). Run in O (water), C1=CC=CC=C1 (benzene), C(C)O (ethanol). Conditions: temperature 100 celsius. Product: N1=C(C=CC=C1)C=1C(=C2N(N1)CCC2)C2=CC=1N(C=C2)C=CN1 (7-[2-(Pyridin-2-yl)-5,6-dihydro-4H-pyrrolo[1,2-b]pyrazol-3-yl]-imidazo[1,2-a]pyridine). Isolated yield 15.5%. RXN SMILES: Cl[C:2]1[CH:7]=[CH:6][N:5]2[CH:8]=[CH:9][N:10]=[C:4]2[CH:3]=1.[N:11]1[CH:16]=[CH:15][CH:14]=[CH:13][C:12]=1[C:17]1[C:18](B(O)O)=[C:19]2[CH2:24][CH2:23][CH2:22][N:20]2[N:21]=1.C(=O)(O)[O-].[Na+].C(Cl)Cl>C1C=CC=CC=1.C(O)C.C1C=CC([P]([Pd]([P](C2C=CC=CC=2)(C2C=CC=CC=2)C2C=CC=CC=2)([P](C2C=CC=CC=2)(C2C=CC=CC=2)C2C=CC=CC=2)[P](C2C=CC=CC=2)(C2C=CC=CC=2)C2C=CC=CC=2)(C2C=CC=CC=2)C2C=CC=CC=2)=CC=1.O>[N:11]1[CH:16]=[CH:15][CH:14]=[CH:13][C:12]=1[C:17]1[C:18]([C:2]2[CH:7]=[CH:6][N:5]3[CH:8]=[CH:9][N:10]=[C:4]3[CH:3]=2)=[C:19]2[CH2:24][CH2:23][CH2:22][N:20]2[N:21]=1 |f:2.3,^1:48,50,69,88|. Procedure details: Combine 7-chloro-imidazo[1,2-a]pyridine (PCT Appl. WO 01/38326 A2; 134 mg, 0.88 mmol) with 2-(pyridin-2-yl)-5,6-dihydro-4H-pyrrolo[1,2-b]pyrazole-3-boronic acid (Preparation 5; 369 mg, 0.97 mmol) in the presence of tetrakis(triphenylphosphine)palladium(0) (30 mg, 0.03 mmol) and 2M aqueous sodium bicarbonate (1.0 mL) in benzene (2.1 mL) and ethanol (0.3 mL). Heat the mixture for 67 h at 100° C. Dilute the reaction with methylene chloride (10 mL) and water (10 mL). Separate the layers and extract ...